The task is: describe an organic reaction: reactants, conditions, products, and yield. This data is from the Open Reaction Database (ORD), a public repository of structured organic reaction records. Reactants: Cl (HCl), N1C(CC2=CC=CC=C12)=O (oxindole), [Li]CCCC.CCCCCC (n-BuLi hexane), CN(C=1C=C2COC(=O)C2=CC1)C (5-dimethylaninophthalide), [OH-].[Na+] (NaOH). Run in COCCOC (DME). Reaction conditions: temperature 0 celsius, time 10 minute. The product is CN(C=1C=C2COC(C2=CC1)=C1C(NC2=CC=CC=C12)=O)C (3-(5-Dimethylamino-3H-isobenzofuran-1-ylidene)-1,3-dihydro-indol-2-one). The yield is 60.0%. As a reaction SMILES: [NH:1]1[C:9]2[C:4](=[CH:5][CH:6]=[CH:7][CH:8]=2)[CH2:3][C:2]1=[O:10].[Li]CCCC.CCCCCC.[CH3:22][N:23]([CH3:34])[C:24]1[CH:25]=[C:26]2[C:31](=[CH:32][CH:33]=1)[C:29](=O)[O:28][CH2:27]2.Cl.[OH-].[Na+]>COCCOC>[CH3:22][N:23]([CH3:34])[C:24]1[CH:25]=[C:26]2[C:31](=[CH:32][CH:33]=1)[C:29](=[C:3]1[C:4]3[C:9](=[CH:8][CH:7]=[CH:6][CH:5]=3)[NH:1][C:2]1=[O:10])[O:28][CH2:27]2 |f:1.2,5.6|. Procedure details: A solution of oxindole (938 mg, 7.05 mmol) in 20 mL of DME was cooled to 0° C., and treated with 6.2 mL of 2.5M n-BuLi/hexane solution (15.5 mmol) dropwise under nitrogen. The mixture was stirred at 0° C. for 10 minutes. 5-dimethylaninophthalide (1.0 g, 5.64 mmol) was added as one portion. The mixture was allowed to warm to room temperature under nitrogen and stirring was continued for 3 hours. The cloudy mixture was then slowly added into 0.5M aqueous HCl solution (0° C.) with vigorous stirring...